The task is: describe an organic reaction: reactants, conditions, products, and yield. This data is from the Open Reaction Database (ORD), a public repository of structured organic reaction records. Reactants: C(C)O (ethanol), C(C)OC(C(C(C)N(C1CC1)C1=NC(=NC=C1N)Cl)C)=O ((rac)-3-[(5-amino-2-chloro-pyrimidin-4-yl)-cyclopropyl-amino]-2-methyl-butyric acid ethyl ester). Solvent: C(C)(=O)O (acetic acid). Product: ClC=1N=CC2=C(N(C(C(C(N2)=O)C)C)C2CC2)N1 ((rac)-2-chloro-9-cyclopropyl-7,8-dimethyl-5,7,8,9-tetrahydro-pyrimido[4,5-b][1,4]diazepin-6-one). Isolated yield 89.1%. Reaction SMILES: C(O)C.C([O:6][C:7](=O)[CH:8]([CH3:23])[CH:9]([N:11]([C:15]1[C:20]([NH2:21])=[CH:19][N:18]=[C:17]([Cl:22])[N:16]=1)[CH:12]1[CH2:14][CH2:13]1)[CH3:10])C>C(O)(=O)C>[Cl:22][C:17]1[N:18]=[CH:19][C:20]2[NH:21][C:7](=[O:6])[CH:8]([CH3:23])[CH:9]([CH3:10])[N:11]([CH:12]3[CH2:14][CH2:13]3)[C:15]=2[N:16]=1. Procedure: A mixture of 50 mL of ethanol, 1 mL of acetic acid and 0.616 g of the (rac)-3-[(5-amino-2-chloro-pyrimidin-4-yl)-cyclopropyl-amino]-2-methyl-butyric acid ethyl ester (V-46), prepared in the previous step, was heated at reflux overnight, and then concentrated under reduced pressure. The residue was taken up in dichloromethane and washed successively with 10% sodium bicarbonate solution, water and then dried over anhydrous sodium sulfate. The mixture was filtered and then concentrated under reduce... Reactants: ClC1=C(C=C(CN)C=C1)C(F)(F)F (4-Chloro-3-(trifluoromethyl)benzylamine), N(=C=O)C1=C2C=CNC2=CC=C1 (4-isocyanato-1H-indole). The product is ClC1=C(C=C(CNC(=O)NC2=C3C=CNC3=CC=C2)C=C1)C(F)(F)F (1-(4-Chloro-3-trifluoromethyl-benzyl)-3-(1H-indol-4-yl)-urea). RXN SMILES: [Cl:1][C:2]1[CH:9]=[CH:8][C:5]([CH2:6][NH2:7])=[CH:4][C:3]=1[C:10]([F:13])([F:12])[F:11].[N:14]([C:17]1[CH:25]=[CH:24][CH:23]=[C:22]2[C:18]=1[CH:19]=[CH:20][NH:21]2)=[C:15]=[O:16]>>[Cl:1][C:2]1[CH:9]=[CH:8][C:5]([CH2:6][NH:7][C:15]([NH:14][C:17]2[CH:25]=[CH:24][CH:23]=[C:22]3[C:18]=2[CH:19]=[CH:20][NH:21]3)=[O:16])=[CH:4][C:3]=1[C:10]([F:11])([F:12])[F:13]. Procedure: 4-Chloro-3-(trifluoromethyl)benzylamine (0.27 g, 1.1 mmol) and the product of Example 80A (0.16 g, 1 mmol) were treated as described in Example 80B to provide the title compound. mp 197° C.; 1H NMR (300 MHz, DMSO-d6) δ 4.42 (d, 2H), 6.52 (m, 1H), 6.96 (m, 3H), 7.25 (m, 1H), 7.56 (dd, 1H), 7.67 (dd, 1H), 7.70 (t, 1H), 7.81 (s, 1H), 8.37 (s, 1H), 11.06 (s, 1H); MS (DCI+) m/z 368 (M+H). Anal. Calcd. for C17H13N3ClF3O: C, 55.52, H, 3.56; N, 11.43. Found C, 55.46; H, 3.65; N, 11.58. Reactants: CC1(C)Cc2c(c(O)cc3c2C(c2cccc(Br)c2)=NCC3(C)C)O1, CCOC(C)=O, COCCOC, CCO, [Na+], [Na+], O=C([O-])[O-], O, CC1(C)OB(c2ccc(NC(=O)OCc3ccccc3)cc2)OC1(C)C, c1ccc(P(c2ccccc2)(c2ccccc2)[Pd](P(c2ccccc2)(c2ccccc2)c2ccccc2)(P(c2ccccc2)(c2ccccc2)c2ccccc2)P(c2ccccc2)(c2ccccc2)c2ccccc2)cc1. The product is CC1(C)Cc2c(c(O)cc3c2C(c2cccc(-c4ccc(NC(=O)OCc5ccccc5)cc4)c2)=NCC3(C)C)O1. Reaction SMILES: [Br:1][c:2]1[cH:3][c:4]([C:8]2=[N:9][CH2:10][C:11]([CH3:24])([CH3:25])[c:12]3[cH:13][c:14]([OH:23])[c:15]4[c:16]([c:17]32)[CH2:18][C:19]([CH3:21])([CH3:22])[O:20]4)[cH:5][cH:6][cH:7]1.[CH3:58][CH2:59][O:60][C:61](=[O:62])[CH3:63].[CH3:64][O:65][CH2:66][CH2:67][O:68][CH3:69].[CH3:70][CH2:71][OH:72].[Na+:52].[Na+:53].[O-:54][C:55](=[O:56])[O-:57].[OH2:73].[c:26]1([CH2:32][O:33][C:34]([NH:35][c:36]2[cH:37][cH:38][c:39]([B:42]3[O:43][C:44]([CH3:45])([CH3:46])[C:47]([CH3:48])([CH3:49])[O:50]3)[cH:40][cH:41]2)=[O:51])[cH:27][cH:28][cH:29][cH:30][cH:31]1.[cH:74]1[cH:75][cH:76][c:77]([P:78]([Pd:79]([P:80]([c:81]2[cH:82][cH:83][cH:84][cH:85][cH:86]2)([c:87]2[cH:88][cH:89][cH:90][cH:91][cH:92]2)[c:93]2[cH:94][cH:95][cH:96][cH:97][cH:98]2)([P:99]([c:100]2[cH:101][cH:102][cH:103][cH:104][cH:105]2)([c:106]2[cH:107][cH:108][cH:109][cH:110][cH:111]2)[c:112]2[cH:113][cH:114][cH:115][cH:116][cH:117]2)[P:118]([c:119]2[cH:120][cH:121][cH:122][cH:123][cH:124]2)([c:125]2[cH:126][cH:127][cH:128][cH:129][cH:130]2)[c:131]2[cH:132][cH:133][cH:134][cH:135][cH:136]2)([c:137]2[cH:138][cH:139][cH:140][cH:141][cH:142]2)[c:143]2[cH:144][cH:145][cH:146][cH:147][cH:148]2)[cH:149][cH:150]1>>[c:2]1(-[c:39]2[cH:38][cH:37][c:36]([NH:35][C:34]([O:33][CH2:32][c:26]3[cH:27][cH:28][cH:29][cH:30][cH:31]3)=[O:51])[cH:41][cH:40]2)[cH:3][c:4]([C:8]2=[N:9][CH2:10][C:11]([CH3:24])([CH3:25])[c:12]3[cH:13][c:14]([OH:23])[c:15]4[c:16]([c:17]32)[CH2:18][C:19]([CH3:21])([CH3:22])[O:20]4)[cH:5][cH:6][cH:7]1. Starting materials: CC12CCC(C#N)=CC1=CCC1C2CCC2(C)C(C(=O)Sc3ccccn3)CCC12, c1ccc(CNCc2ccccc2)cc1. The product is CC12CCC(C#N)=CC1=CCC1C2CCC2(C)C(C(=O)N(Cc3ccccc3)Cc3ccccc3)CCC12. Reaction SMILES: [C:1](#[N:2])[C:3]1=[CH:4][C:5]2=[CH:6][CH2:7][CH:8]3[CH:9]4[CH2:10][CH2:11][CH:12]([C:22]([S:23][c:24]5[cH:25][cH:26][cH:27][cH:28][n:29]5)=[O:30])[C:13]4([CH3:14])[CH2:15][CH2:16][CH:17]3[C:18]2([CH3:21])[CH2:19][CH2:20]1.[CH2:31]([c:32]1[cH:33][cH:34][cH:35][cH:36][cH:37]1)[NH:38][CH2:39][c:40]1[cH:41][cH:42][cH:43][cH:44][cH:45]1>>[C:1](#[N:2])[C:3]1=[CH:4][C:5]2=[CH:6][CH2:7][CH:8]3[CH:9]4[CH2:10][CH2:11][CH:12]([C:22](=[O:30])[N:38]([CH2:31][c:32]5[cH:33][cH:34][cH:35][cH:36][cH:37]5)[CH2:39][c:40]5[cH:41][cH:42][cH:43][cH:44][cH:45]5)[C:13]4([CH3:14])[CH2:15][CH2:16][CH:17]3[C:18]2([CH3:21])[CH2:19][CH2:20]1. Reaction SMILES: [Br:1][CH2:2][C:3]#[C:4][CH3:5].[C:6](=[O:7])([O-:8])[O-:9].[CH3:12][n:13]1[c:14](=[O:23])[nH:15][c:16](=[O:22])[c:17]2[nH:18][cH:19][n:20][c:21]12.[CH3:24][N:25]([CH3:26])[CH:27]=[O:28].[K+:10].[K+:11].[OH2:29]>>[CH2:2]([C:3]#[C:4][CH3:5])[n:18]1[c:17]2[c:16](=[O:22])[nH:15][c:14](=[O:23])[n:13]([CH3:12])[c:21]2[n:20][cH:19]1. Starting materials: CC#CCBr, O=C([O-])[O-], Cn1c(=O)[nH]c(=O)c2[nH]cnc21, CN(C)C=O, [K+], [K+], O. The product is CC#CCn1cnc2c1c(=O)[nH]c(=O)n2C. Reactants: C#CCCCCC(=O)O, C1CCOC1, [Li]CCCC, C[Si](C)(C)Cl. The product is C[Si](C)(C)C#CCCCCC(=O)O. RXN SMILES: [C:1]([CH2:2][CH2:3][CH2:4][CH2:5][C:6]#[CH:7])(=[O:8])[OH:9].[CH2:20]1[O:21][CH2:22][CH2:23][CH2:24]1.[CH3:10][CH2:11][CH2:12][CH2:13][Li:14].[CH3:15][Si:16]([CH3:17])([CH3:18])[Cl:19]>>[C:1]([CH2:2][CH2:3][CH2:4][CH2:5][C:6]#[C:7][Si:16]([CH3:15])([CH3:17])[CH3:18])(=[O:8])[OH:9].